This data is from the Open Reaction Database (ORD), a public repository of structured organic reaction records. The task is: describe an organic reaction: reactants, conditions, products, and yield Starting materials: COC(=O)OCC=Cc1ccccc1, CCO, NCC1CC1, c1ccc(OP(Oc2ccccc2)Oc2ccccc2)cc1. Product: C=CC(NCC1CC1)c1ccccc1. Reaction SMILES: [C:1](=[O:2])([O:12][CH3:13])[O:14][CH2:3][CH:4]=[CH:5][c:6]1[cH:7][cH:8][cH:9][cH:10][cH:11]1.[CH3:42][CH2:43][OH:44].[NH2:15][CH2:16][CH:17]1[CH2:18][CH2:19]1.[P:20]([O:21][c:22]1[cH:23][cH:24][cH:25][cH:26][cH:27]1)([O:28][c:29]1[cH:30][cH:31][cH:32][cH:33][cH:34]1)[O:35][c:36]1[cH:37][cH:38][cH:39][cH:40][cH:41]1>>[CH2:3]=[CH:4][CH:5]([c:6]1[cH:7][cH:8][cH:9][cH:10][cH:11]1)[NH:15][CH2:16][CH:17]1[CH2:18][CH2:19]1. Reactants: OC1CC=CC1, Cl, Cc1ccc(S(=O)(=O)Cl)cc1, c1ccncc1. Product: Cc1ccc(S(=O)(=O)OC2CC=CC2)cc1. As a reaction SMILES: [CH:1]1([OH:6])[CH2:2][CH:3]=[CH:4][CH2:5]1.[ClH:18].[c:7]1([CH3:17])[cH:8][cH:9][c:10]([S:13](=[O:14])(=[O:15])[Cl:16])[cH:11][cH:12]1.[cH:19]1[cH:20][cH:21][n:22][cH:23][cH:24]1>>[CH:1]1([O:6][S:13]([c:10]2[cH:9][cH:8][c:7]([CH3:17])[cH:12][cH:11]2)(=[O:14])=[O:15])[CH2:2][CH:3]=[CH:4][CH2:5]1. The reactants are CS(=O)(=O)OC[C@@H]1CN(CC1)C1=NC(=CC2=NC=CN=C21)C2=CC=C(C=C2)N2CCOCC2 ((S)-(1-(7-(4-morpholinophenyl)pyrido[4,3-b]pyrazin-5-yl)pyrrolidin-3-yl)methyl methanesulfonate), CN (MeNH2). Product: CNC[C@@H]1CN(CC1)C1=NC(=CC2=NC=CN=C21)C2=CC=C(C=C2)N2CCOCC2 ((R)—N-methyl(1-(7-(4-morpholinophenyl)pyrido[4,3-b]pyrazin-5-yl)pyrrolidin-3-yl)methanamine). Reaction SMILES: CS(O[CH2:6][C@H:7]1[CH2:11][CH2:10][N:9]([C:12]2[C:21]3[C:16](=[N:17][CH:18]=[CH:19][N:20]=3)[CH:15]=[C:14]([C:22]3[CH:27]=[CH:26][C:25]([N:28]4[CH2:33][CH2:32][O:31][CH2:30][CH2:29]4)=[CH:24][CH:23]=3)[N:13]=2)[CH2:8]1)(=O)=O.[CH3:34][NH2:35]>>[CH3:34][NH:35][CH2:6][C@H:7]1[CH2:11][CH2:10][N:9]([C:12]2[C:21]3[C:16](=[N:17][CH:18]=[CH:19][N:20]=3)[CH:15]=[C:14]([C:22]3[CH:23]=[CH:24][C:25]([N:28]4[CH2:33][CH2:32][O:31][CH2:30][CH2:29]4)=[CH:26][CH:27]=3)[N:13]=2)[CH2:8]1. Procedure: The mixture of (S)-(1-(7-(4-morpholinophenyl)pyrido[4,3-b]pyrazin-5-yl)pyrrolidin-3-yl)methyl methanesulfonate (100 mg, 0.21 mmol) and MeNH2 solution (33% in water, 5 mL) was refluxed overnight, concentrated, and purified by chromatography to give the title compound. MS (m/z): 405 (M+H)+ The reactants are O[C@H]1[C@@H](OC(C1O)C=1N=NNN1)N1C2=NC(=NC(=C2N=C1)NCC(C1=CC=CC=C1)C1=CC=CC=C1)N1C[C@@H](CC1)NC(=O)NC=1C=NC=CC1 (1-{(R)-1-[9-[(2R,3R,4S R)-3,4-dihydroxy-5-(2H-tetrazol-5-yl)-tetrahydro-furan-2-yl]-6-(2,2-diphenyl-ethylamino)-9H-purin-2-yl]-pyrrolidin-3-yl}-3-pyridin-3-yl-urea), C([O-])([O-])=O.[K+].[K+] (potassium carbonate), CN(C)C=O (DMF), 3-bromoethanol. Run at time 18 hour. The product is O[C@H]1[C@@H](O[C@@H]([C@H]1O)C=1N=NN(N1)CCO)N1C2=NC(=NC(=C2N=C1)NCC(C1=CC=CC=C1)C1=CC=CC=C1)N1C[C@@H](CC1)NC(=O)NC=1C=NC=CC1 (1-{(R)-1-[9-{(2R,3R,4S,5R)-3,4-Dihydroxy-5-[2-(2-hydroxy-ethyl)-2H-tetrazol-5-yl]-tetrahydro-furan-2-yl}-6-(2,2-diphenyl-ethylamino)-9H-purin-2-yl]-pyrrolidin-3-yl}-3-pyridin-3-yl-urea). As a reaction SMILES: [OH:1][C@@H:2]1[CH:6]([OH:7])[CH:5]([C:8]2[N:9]=[N:10][NH:11][N:12]=2)[O:4][C@H:3]1[N:13]1[CH:21]=[N:20][C:19]2[C:14]1=[N:15][C:16]([N:37]1[CH2:41][CH2:40][C@@H:39]([NH:42][C:43]([NH:45][C:46]3[CH:47]=[N:48][CH:49]=[CH:50][CH:51]=3)=[O:44])[CH2:38]1)=[N:17][C:18]=2[NH:22][CH2:23][CH:24]([C:31]1[CH:36]=[CH:35][CH:34]=[CH:33][CH:32]=1)[C:25]1[CH:30]=[CH:29][CH:28]=[CH:27][CH:26]=1.[C:52](=[O:55])([O-])[O-].[K+].[K+].[CH3:58]N(C=O)C>>[OH:1][C@@H:2]1[C@H:6]([OH:7])[C@@H:5]([C:8]2[N:12]=[N:11][N:10]([CH2:58][CH2:52][OH:55])[N:9]=2)[O:4][C@H:3]1[N:13]1[CH:21]=[N:20][C:19]2[C:14]1=[N:15][C:16]([N:37]1[CH2:41][CH2:40][C@@H:39]([NH:42][C:43]([NH:45][C:46]3[CH:47]=[N:48][CH:49]=[CH:50][CH:51]=3)=[O:44])[CH2:38]1)=[N:17][C:18]=2[NH:22][CH2:23][CH:24]([C:25]1[CH:30]=[CH:29][CH:28]=[CH:27][CH:26]=1)[C:31]1[CH:32]=[CH:33][CH:34]=[CH:35][CH:36]=1 |f:1.2.3|. Reported procedure: A solution of 1-{(R)-1-[9-[(2R,3R,4S R)-3,4-dihydroxy-5-(2H-tetrazol-5-yl)-tetrahydro-furan-2-yl]-6-(2,2-diphenyl-ethylamino)-9H-purin-2-yl]-pyrrolidin-3-yl}-3-pyridin-3-yl-urea in DMF is treated with potassium carbonate followed by 3-bromoethanol and stirred at RT for 18 hours. The mixture is then filtered and the filtrate is concentrated in vacuo. Purification of the crude product by C-18 reverse phase column chromatography eluting with acetonitrile:water (0.1% TFA) (gradient 0-100% acetonitri... Reactants: [Li]CCCC, CC(C)CC[P+](c1ccccc1)(c1ccccc1)c1ccccc1, CCOC(C)=O, CCCCCC, O=CC1CC(OC2CCCCO2)CN1C(=O)OCc1ccccc1, [I-], C1CCOC1, O. Product: CC(C)CC=CC1CC(OC2CCCCO2)CN1C(=O)OCc1ccccc1. As a reaction SMILES: [CH2:26]([Li:27])[CH2:28][CH2:29][CH3:30].[CH2:2]([CH2:3][CH:4]([CH3:5])[CH3:6])[P+:7]([c:8]1[cH:9][cH:10][cH:11][cH:12][cH:13]1)([c:14]1[cH:15][cH:16][cH:17][cH:18][cH:19]1)[c:20]1[cH:21][cH:22][cH:23][cH:24][cH:25]1.[CH3:55][CH2:56][O:57][C:58](=[O:59])[CH3:60].[CH3:66][CH2:67][CH2:68][CH2:69][CH2:70][CH3:71].[CH:31](=[O:32])[CH:33]1[N:34]([C:45](=[O:46])[O:47][CH2:48][c:49]2[cH:50][cH:51][cH:52][cH:53][cH:54]2)[CH2:35][CH:36]([O:38][CH:39]2[O:40][CH2:41][CH2:42][CH2:43][CH2:44]2)[CH2:37]1.[I-:1].[O:61]1[CH2:62][CH2:63][CH2:64][CH2:65]1.[OH2:72]>>[CH:2]([CH2:3][CH:4]([CH3:5])[CH3:6])=[CH:31][CH:33]1[N:34]([C:45](=[O:46])[O:47][CH2:48][c:49]2[cH:50][cH:51][cH:52][cH:53][cH:54]2)[CH2:35][CH:36]([O:38][CH:39]2[O:40][CH2:41][CH2:42][CH2:43][CH2:44]2)[CH2:37]1.